From a dataset of the Open Reaction Database (ORD), a public repository of structured organic reaction records. describe an organic reaction: reactants, conditions, products, and yield The reactants are C(C)N1C(=NC2=C(C1=O)C=NN2)SC (5-ethyl-6-methylthio-1,5-dihydro-4H-pyrazolo[3,4-d]pyrimidin-4-one), [H-].[Na+] (sodium hydride), COC1=CC=C(C(=O)C2=CC=C(CBr)C=C2)C=C1 (4-(4-methoxybenzoyl)benzyl bromide). Run in CN(C)C=O (DMF). Reaction conditions: time 10 minute. Yields the product C(C)N1C(=NC2=C(C1=O)C=NN2CC2=CC=C(C=C2)C(C2=CC=C(C=C2)OC)=O)SC (5-Ethyl-1-[4-(4-methoxybenzoyl)benzyl]-6-methylthio-1,5-dihydro-4H-pyrazolo[3,4-d]pyrimidin-4-one), C(C)N1C(=NC=2C(C1=O)=CN(N2)CC2=CC=C(C=C2)C(C2=CC=C(C=C2)OC)=O)SC (5-Ethyl-2-[4-(4-methoxybenzoyl)benzyl]-6-methylthio-2,5-dihydro-4H-pyrazolo[3,4-d]pyrimidin-4-one). Reaction SMILES: [CH2:1]([N:3]1[C:8](=[O:9])[C:7]2[CH:10]=[N:11][NH:12][C:6]=2[N:5]=[C:4]1[S:13][CH3:14])[CH3:2].[H-].[Na+].[CH3:17][O:18][C:19]1[CH:34]=[CH:33][C:22]([C:23]([C:25]2[CH:32]=[CH:31][C:28]([CH2:29]Br)=[CH:27][CH:26]=2)=[O:24])=[CH:21][CH:20]=1>CN(C=O)C>[CH2:1]([N:3]1[C:8](=[O:9])[C:7]2[CH:10]=[N:11][N:12]([CH2:29][C:28]3[CH:27]=[CH:26][C:25]([C:23](=[O:24])[C:22]4[CH:33]=[CH:34][C:19]([O:18][CH3:17])=[CH:20][CH:21]=4)=[CH:32][CH:31]=3)[C:6]=2[N:5]=[C:4]1[S:13][CH3:14])[CH3:2].[CH2:1]([N:3]1[C:8](=[O:9])[C:7]2=[CH:10][N:11]([CH2:29][C:28]3[CH:27]=[CH:26][C:25]([C:23](=[O:24])[C:22]4[CH:33]=[CH:34][C:19]([O:18][CH3:17])=[CH:20][CH:21]=4)=[CH:32][CH:31]=3)[N:12]=[C:6]2[N:5]=[C:4]1[S:13][CH3:14])[CH3:2] |f:1.2|. Reported procedure: To a solution of 5-ethyl-6-methylthio-1,5-dihydro-4H-pyrazolo[3,4-d]pyrimidin-4-one (900 mg) in DMF (20 ml) was added 60% sodium hydride (207 mg) and the mixture was stirred at room temperature for 10 minutes. Then, 4-(4-methoxybenzoyl)benzyl bromide (1.31 g) was added and the mixture was further stirred at room temperature for 30 minutes. This reaction mixture was concentrated and the residue was dissolved in ethyl acetate, washed with water, dried, and concentrated. The residue was purified by... The reactants are COC(Cn1ncc2ccc(NC(=O)Cc3ccc(Oc4ccccc4)cc3)cc21)OC, CC(C)=O, CCOC(C)=O, Cl. Yields the product O=CCn1ncc2ccc(NC(=O)Cc3ccc(Oc4ccccc4)cc3)cc21. Reaction SMILES: [CH3:1][O:2][CH:3]([CH2:4][n:5]1[n:6][cH:7][c:8]2[cH:9][cH:10][c:11]([NH:14][C:15]([CH2:16][c:17]3[cH:18][cH:19][c:20]([O:23][c:24]4[cH:25][cH:26][cH:27][cH:28][cH:29]4)[cH:21][cH:22]3)=[O:30])[cH:12][c:13]12)[O:31][CH3:32].[CH3:34][C:35](=[O:36])[CH3:37].[CH3:38][CH2:39][O:40][C:41](=[O:42])[CH3:43].[ClH:33]>>[O:2]=[CH:3][CH2:4][n:5]1[n:6][cH:7][c:8]2[cH:9][cH:10][c:11]([NH:14][C:15]([CH2:16][c:17]3[cH:18][cH:19][c:20]([O:23][c:24]4[cH:25][cH:26][cH:27][cH:28][cH:29]4)[cH:21][cH:22]3)=[O:30])[cH:12][c:13]12. Starting materials: [F-].C(CCC)[N+](CCCC)(CCCC)CCCC (tetrabutylammonium fluoride), CO (methanol), C(C)(C)(C)[Si](OCC(OC=1C=C(C=C2C=C(NC12)C=1SC(CN1)CCO)OC1=CC=C(C=C1)S(=O)(=O)C)C)(C1=CC=CC=C1)C(C)(C)C (2-(2-{7-(2-{[Di-tert-butyl(phenyl)silyl]oxy}-1-methylethoxy)-5-[4-(methylsulfonyl)phenoxy]-1H-indol-2-yl]-4,5-dihydro-1,3-thiazol-5-yl)ethanol), [Cl-].[NH4+] (ammonium chloride). Run in C(C)(=O)OCC (ethyl acetate), O1CCCC1 (tetrahydrofuran), CCCCCC (hexane). Run at time 18 hour. Yields the product OCCC1CN=C(S1)C=1NC2=C(C=C(C=C2C1)OC1=CC=C(C=C1)S(=O)(=O)C)OC(CO)C (2-({2-[5-(2-Hydroxyethyl)-4,5-dihydro-1,3-thiazol-2-yl]-5-[4-(methylsulfonyl)phenoxy]-1H-indole-7-yl}oxy)propan-1-ol). Isolated yield 62.6%. Reaction SMILES: C([Si](C(C)(C)C)(C1C=CC=CC=1)[O:6][CH2:7][CH:8]([CH3:38])[O:9][C:10]1[CH:11]=[C:12]([O:27][C:28]2[CH:33]=[CH:32][C:31]([S:34]([CH3:37])(=[O:36])=[O:35])=[CH:30][CH:29]=2)[CH:13]=[C:14]2[C:18]=1[NH:17][C:16]([C:19]1[S:20][CH:21]([CH2:24][CH2:25][OH:26])[CH2:22][N:23]=1)=[CH:15]2)(C)(C)C.[F-].C([N+](CCCC)(CCCC)CCCC)CCC.[Cl-].[NH4+].CO>O1CCCC1.CCCCCC.C(OCC)(=O)C>[OH:26][CH2:25][CH2:24][CH:21]1[S:20][C:19]([C:16]2[NH:17][C:18]3[C:14]([CH:15]=2)=[CH:13][C:12]([O:27][C:28]2[CH:29]=[CH:30][C:31]([S:34]([CH3:37])(=[O:35])=[O:36])=[CH:32][CH:33]=2)=[CH:11][C:10]=3[O:9][CH:8]([CH3:38])[CH2:7][OH:6])=[N:23][CH2:22]1 |f:1.2,3.4|. Procedure: 2-(2-{7-(2-{[Di-tert-butyl(phenyl)silyl]oxy}-1-methylethoxy)-5-[4-(methylsulfonyl)phenoxy]-1H-indol-2-yl]-4,5-dihydro-1,3-thiazol-5-yl)ethanol (270 mg) was dissolved in tetrahydrofuran (2 mL), tetrabutylammonium fluoride (0.6 mL) was added, and the mixture was stirred at room temperature for 18 hr. Saturated aqueous ammonium chloride solution was added to the reaction solution, and the mixture was subjected to extraction with ethyl acetate. The organic layer was washed successively with saturate... Reactants: COC1=C2C=NN(C2=CC=C1)C1=NC(=NC=C1)SCCC (4-Methoxy-1-(2-propylsulfanyl-pyrimidin-4-yl)-1H-indazole). The solvent is C(Cl)Cl (methylene chloride). Conditions: temperature -78 celsius. Yields the product C(CC)SC1=NC=CC(=N1)N1N=CC=2C(=CC=CC12)O (1-(2-propylsulfanyl-pyrimidin-4-yl)-1H-indazol-4-ol). RXN SMILES: C[O:2][C:3]1[CH:11]=[CH:10][CH:9]=[C:8]2[C:4]=1[CH:5]=[N:6][N:7]2[C:12]1[CH:17]=[CH:16][N:15]=[C:14]([S:18][CH2:19][CH2:20][CH3:21])[N:13]=1>C(Cl)Cl>[CH2:19]([S:18][C:14]1[N:13]=[C:12]([N:7]2[C:8]3[CH:9]=[CH:10][CH:11]=[C:3]([OH:2])[C:4]=3[CH:5]=[N:6]2)[CH:17]=[CH:16][N:15]=1)[CH2:20][CH3:21]. Procedure details: 4-Methoxy-1-(2-propylsulfanyl-pyrimidin-4-yl)-1H-indazole was dissolved in methylene chloride (100 mL), and the mixture was cooled to −78° C. and stirred. BBR3 (152.62 uL) was added, and the mixture was allowed to stir overnight at room temperature. The mixture was partitioned between water and methylene chloride, and the combined organic layers were washed with water, saturated aqueous NaHCO3 and brine, dried (MgSO4), filtered and concentrated under reduced pressure to give 1-(2-propylsulfanyl-...